This data is from the Open Reaction Database (ORD), a public repository of structured organic reaction records. The task is: describe an organic reaction: reactants, conditions, products, and yield Reactants: CCO, CNC(=O)c1ccc(Cl)nc1, [H-], [Na+]. The product is CCOc1ccc(C(=O)NC)cn1. Reaction SMILES: [CH3:14][CH2:15][OH:16].[Cl:1][c:2]1[n:3][cH:4][c:5]([C:6](=[O:7])[NH:8][CH3:9])[cH:10][cH:11]1.[H-:12].[Na+:13]>>[c:2]1([O:16][CH2:15][CH3:14])[n:3][cH:4][c:5]([C:6](=[O:7])[NH:8][CH3:9])[cH:10][cH:11]1. Starting materials: CC1=NOC(=C1CN1N=CC(=C1)N1C(NCC1=O)=O)C (3-(1-((3,5-dimethylisoxazol-4-yl)methyl)-1H-pyrazol-4-yl)imidazolidine-2,4-dione), BrCC1=C(C=CC=C1)C(F)(F)F (1-(bromomethyl)-2-(trifluoromethyl)benzene). Yields the product CC1=NOC(=C1CN1N=CC(=C1)N1C(N(CC1=O)CC1=C(C=CC=C1)C(F)(F)F)=O)C (3-(1-((3,5-dimethylisoxazol-4-yl)methyl)-1H-pyrazol-4-yl)-1-(2-(trifluoromethyl)benzyl)imidazolidine-2,4-dione). Isolated yield 37.0%. RXN SMILES: [CH3:1][C:2]1[C:6]([CH2:7][N:8]2[CH:12]=[C:11]([N:13]3[C:17](=[O:18])[CH2:16][NH:15][C:14]3=[O:19])[CH:10]=[N:9]2)=[C:5]([CH3:20])[O:4][N:3]=1.Br[CH2:22][C:23]1[CH:28]=[CH:27][CH:26]=[CH:25][C:24]=1[C:29]([F:32])([F:31])[F:30]>>[CH3:1][C:2]1[C:6]([CH2:7][N:8]2[CH:12]=[C:11]([N:13]3[C:17](=[O:18])[CH2:16][N:15]([CH2:22][C:23]4[CH:28]=[CH:27][CH:26]=[CH:25][C:24]=4[C:29]([F:30])([F:31])[F:32])[C:14]3=[O:19])[CH:10]=[N:9]2)=[C:5]([CH3:20])[O:4][N:3]=1. Reported procedure: Prepared as in example 10-5 from 3-(1-((3,5-dimethylisoxazol-4-yl)methyl)-1H-pyrazol-4-yl)imidazolidine-2,4-dione (example 10-1) and 1-(bromomethyl)-2-(trifluoromethyl)benzene. Yield: 37%. MS M+H calculated 434.1; found 434.1. The title compound was shown to inhibit hT2R08 bitter receptor and had an IC50 of 0.2 uM. Reactants: FC1=C(C=CC(=C1I)C)CO ((2-fluoro-3-iodo-4-methylphenyl)methanol). Reagents/catalysts: O=[Mn]=O (MnO2). Run in C(Cl)Cl (DCM). Reaction conditions: time 8 hour. The product is FC1=C(C=O)C=CC(=C1I)C (2-fluoro-3-iodo-4-methylbenzaldehyde). RXN SMILES: [F:1][C:2]1[C:7]([I:8])=[C:6]([CH3:9])[CH:5]=[CH:4][C:3]=1[CH2:10][OH:11]>C(Cl)Cl.O=[Mn]=O>[F:1][C:2]1[C:7]([I:8])=[C:6]([CH3:9])[CH:5]=[CH:4][C:3]=1[CH:10]=[O:11]. Procedure details: A solution of (2-fluoro-3-iodo-4-methylphenyl)methanol (1.69 g, 6.35 mmol) in DCM (50 mL) at ambient temperature was treated with MnO2 (5.57 g, 63.5 mmol) and the resulting mixture was stirred overnight. The mixture was filtered through a pad of Celite® eluting with DCM. The filtrate was concentrated and the residue was loaded on an ISCO column (40 g, eluted with 15-35% ethyl acetate in hexanes) to provide 2-fluoro-3-iodo-4-methylbenzaldehyde as an off white solid. MS (ESI, pos. ion) m/z: 264.9 ... Starting materials: [OH-].[Na+] (sodium hydroxide), C1(=CC=CC=C1)NC1(CCN(CC1)CCC1=CC=CC=C1)CO (4-(phenylamino)-1-(2-phenylethyl)-4-piperidinemethanol), C(CC)(=O)OC(CC)=O (propanoic acid anhydride), ice water. RXN SMILES: [C:1]1([NH:7][C:8]2([CH2:22][OH:23])[CH2:13][CH2:12][N:11]([CH2:14][CH2:15][C:16]3[CH:21]=[CH:20][CH:19]=[CH:18][CH:17]=3)[CH2:10][CH2:9]2)[CH:6]=[CH:5][CH:4]=[CH:3][CH:2]=1.[C:24]([O:28][C:29](=[O:32])[CH2:30][CH3:31])(=[O:27])[CH2:25][CH3:26].[OH-:33].[Na+]>>[C:29]([OH:28])(=[O:32])[C:30]([OH:23])=[O:33].[C:24]([OH:28])(=[O:27])[CH2:25][CH3:26].[OH:23][CH2:22][C:8]1([N:7]([C:1]2[CH:6]=[CH:5][CH:4]=[CH:3][CH:2]=2)[C:29](=[O:32])[CH2:30][CH3:31])[CH2:13][CH2:12][N:11]([CH2:14][CH2:15][C:16]2[CH:17]=[CH:18][CH:19]=[CH:20][CH:21]=2)[CH2:10][CH2:9]1 |f:2.3,4.5.6|. Product: C(C(=O)O)(=O)O.C(CC)(=O)O.OCC1(CCN(CC1)CCC1=CC=CC=C1)N(C(CC)=O)C1=CC=CC=C1 (N-[4-(hydroxymethyl)-1-(2-phenylethyl)-4-piperidinyl]-N-phenylpropanamide propanoate ethanedioate). Reported procedure: A mixture of 8 parts of 4-(phenylamino)-1-(2-phenylethyl)-4-piperidinemethanol and 35 parts of propanoic acid anhydride is stirred and refluxed for 3 hours. After cooling, the reaction mixture is poured onto 300 parts of ice-water and the whole is alkalized with sodium hydroxide solution. The product is extracted with 1,1'-oxybisethane. The extract is washed with water, dried, filtered and evaporated. The residue is dissolved in 140 parts of 2,2'-oxybispropane and the solution is stirred with ac... Starting materials: O.O.[Cr](=O)(=O)([O-])O[Cr](=O)(=O)[O-].[Na+].[Na+] (Sodium dichromate dihydrate), FC1=CC=2CC3=CC(=CC(=C3C2C(=C1)F)OC)F (2,4,7-trifluoro-5-methoxy-9H-fluorene), O (water). Run in C(C)(=O)O (acetic acid). Product: FC1=CC=2C(C3=CC(=CC(=C3C2C(=C1)F)OC)F)=O (2,4,7-Trifluoro-5-methoxy-9H-fluoren-9-one). The yield is 87.3%. As a reaction SMILES: [OH2:1].O.[Cr](O[Cr]([O-])(=O)=O)([O-])(=O)=O.[Na+].[Na+].[F:14][C:15]1[CH:27]=[C:26]([F:28])[C:25]2[C:24]3[C:19](=[CH:20][C:21]([F:31])=[CH:22][C:23]=3[O:29][CH3:30])[CH2:18][C:17]=2[CH:16]=1.O>C(O)(=O)C>[F:14][C:15]1[CH:27]=[C:26]([F:28])[C:25]2[C:24]3[C:19](=[CH:20][C:21]([F:31])=[CH:22][C:23]=3[O:29][CH3:30])[C:18](=[O:1])[C:17]=2[CH:16]=1 |f:0.1.2.3.4|. Procedure: Sodium dichromate dihydrate (2 eq, 0.26 mol, 7.9 g) was added to a solution 2,4,7-trifluoro-5-methoxy-9H-fluorene (3.3 g, 0.013 mol) in 100 mL of acetic acid and the mixture was refluxed for 5 h. The cooled reaction mixture was poured into water and extracted with ethyl acetate. The ethyl acetate extract was washed with saturated aqueous sodium bicarbonate and water, dried over MgSO4, and concentrated to leave 3 g of a yellow solid which was chromatographed on silica gel using 15% ethyl acetate ... Reactants: COC1(CCCCC1)OC (cyclohexanone-dimethylacetal), CC(CC)(C)OO (1,1-dimethylpropyl hydroperoxide). Reagents/catalysts: C1(=CC=C(C=C1)S(=O)(=O)O)C (p-toluenesulfonic acid). The solvent is CS(=O)C (dimethyl sulfoxide). The product is COC1(CCCCC1)OOC(CC)(C)C (1-methoxy-1-(1,1-dimethylpropylperoxy)cyclohexane). The yield is 77.4%. Reaction SMILES: C[O:2][C:3]1([O:9][CH3:10])[CH2:8][CH2:7][CH2:6][CH2:5][CH2:4]1.[CH3:11][C:12]([O:16]O)([CH3:15])[CH2:13][CH3:14]>C1(C)C=CC(S(O)(=O)=O)=CC=1.CS(C)=O>[CH3:10][O:9][C:3]1([O:2][O:16][C:12]([CH3:15])([CH3:11])[CH2:13][CH3:14])[CH2:8][CH2:7][CH2:6][CH2:5][CH2:4]1. Procedure: A mixed solution consisting of 15.9 g of dimethyl sulfoxide and 1.2 g of p-toluenesulfonic acid was kept at 20° C., into which was added dropwise another solution consisting of 29.1 g of cyclohexanone-dimethylacetal and 21.1 g of 1,1-dimethylpropyl hydroperoxide. The resulting solution had an acid concentration of 0.1 mol/kg of the solution. The solution was treated in the same manner as described in Example 1 to obtain 33.8 g (yield: 67%) of crude 1-methoxy-1-(1,1-dimethylpropylperoxy)cyclohexa... The reactants are BrN1C(CCC1=O)=O (N-bromosuccinimide), ClC1=C(NN2C(NC(C=C2)=O)=O)C(=CC(=C1)Cl)Cl (1-(2,4,6-trichloroanilino)-2,4-pyrimidinedione). Solvent: C(C)(=O)O (acetic acid). Product: BrC=1C(NC(N(C1)NC1=C(C=C(C=C1Cl)Cl)Cl)=O)=O (5-bromo-1-(2,4,6-trichloroanilino)-2,4-pyrimidinedione). As a reaction SMILES: [Br:1]N1C(=O)CCC1=O.[Cl:9][C:10]1[CH:24]=[C:23]([Cl:25])[CH:22]=[C:21]([Cl:26])[C:11]=1[NH:12][N:13]1[CH:18]=[CH:17][C:16](=[O:19])[NH:15][C:14]1=[O:20]>C(O)(=O)C>[Br:1][C:17]1[C:16](=[O:19])[NH:15][C:14](=[O:20])[N:13]([NH:12][C:11]2[C:21]([Cl:26])=[CH:22][C:23]([Cl:25])=[CH:24][C:10]=2[Cl:9])[CH:18]=1. Procedure: An excess of N-bromosuccinimide in acetic acid is added to 1-(2,4,6-trichloroanilino)-2,4-pyrimidinedione and the mixture is refluxed for 10 hours. It is cooled to RT and is then poured into ice and filtered to give 5-bromo-1-(2,4,6-trichloroanilino)-2,4-pyrimidinedione. The reactants are CCOC(=O)N1C(=O)NC(C)=C(C(=O)O)C1c1cccc(Cl)c1, ClCCl, NCCC(c1ccccc1)c1ccccc1. Product: CCOC(=O)N1C(=O)NC(C)=C(C(=O)NCCC(c2ccccc2)c2ccccc2)C1c1cccc(Cl)c1. As a reaction SMILES: [Cl:1][c:2]1[cH:3][c:4]([CH:8]2[N:9]([C:19](=[O:20])[O:21][CH2:22][CH3:23])[C:10](=[O:18])[NH:11][C:12]([CH3:17])=[C:13]2[C:14](=[O:15])[OH:16])[cH:5][cH:6][cH:7]1.[Cl:40][CH2:41][Cl:42].[c:24]1([CH:30]([CH2:31][CH2:32][NH2:33])[c:34]2[cH:35][cH:36][cH:37][cH:38][cH:39]2)[cH:25][cH:26][cH:27][cH:28][cH:29]1>>[Cl:1][c:2]1[cH:3][c:4]([CH:8]2[N:9]([C:19](=[O:20])[O:21][CH2:22][CH3:23])[C:10](=[O:18])[NH:11][C:12]([CH3:17])=[C:13]2[C:14](=[O:16])[NH:33][CH2:32][CH2:31][CH:30]([c:24]2[cH:25][cH:26][cH:27][cH:28][cH:29]2)[c:34]2[cH:35][cH:36][cH:37][cH:38][cH:39]2)[cH:5][cH:6][cH:7]1. The reactants are [Mg] (magnesium), CC(=O)C1=CC(=CC=C1)Br (3-bromoacetophenone), BrC1=CC(=C(C=C1)OCC)C (4-bromo-1-ethoxy-2-methyl-benzene), [Br-] (bromide). Run in O1CCCC1 (tetrahydrofuran), BrCCBr (1,2-dibromoethane), O1CCCC1 (tetrahydrofuran), O1CCCC1 (tetrahydrofuran). Conditions: temperature 0 celsius. Product: BrC=1C=C(C=CC1)C(=C)C1=CC(=C(C=C1)OCC)C (4-[1-(3-Bromo-phenyl)-vinyl]-1-ethoxy-2-methyl-benzene). RXN SMILES: [Mg].Br[C:3]1[CH:8]=[CH:7][C:6]([O:9][CH2:10][CH3:11])=[C:5]([CH3:12])[CH:4]=1.[Br-].[CH3:14][C:15]([C:17]1[CH:22]=[CH:21][CH:20]=[C:19]([Br:23])[CH:18]=1)=O>O1CCCC1.BrCCBr>[Br:23][C:19]1[CH:18]=[C:17]([C:15]([C:3]2[CH:8]=[CH:7][C:6]([O:9][CH2:10][CH3:11])=[C:5]([CH3:12])[CH:4]=2)=[CH2:14])[CH:22]=[CH:21][CH:20]=1. Procedure: To a suspension of magnesium turnings (963 mg, 39.6 mmol, 1.2 eq) in 5 mL of dry tetrahydrofuran, 0.1 mL of 1,2-dibromoethane were added followed by 5 mL of a tetrahydrofuran solution of 4-bromo-1-ethoxy-2-methyl-benzene (7.8 g, 36.3 mmol, 1.1 eq in 25 mL tetrahydrofuran). The resulting mixture was gently heated to initiate the reaction. The remaining solution of bromide was added dropwise at such a rate that the reaction could reflux without external heating. After the addition the reaction mix...